This data is from the Open Reaction Database (ORD), a public repository of structured organic reaction records. The task is: describe an organic reaction: reactants, conditions, products, and yield Reactants: C(C)(C)(C)OC(NC1=C(C=C(C(=C1)C)C(F)(F)F)NC(CC(=O)C1=CC(=CC=C1)C=1C=NC(=CC1)C)=O)=O ((5-methyl-2-{3-[3-(6-methyl-pyridin-3-yl)-phenyl]-3-oxo-propionylamino}-4-trifluoromethyl-phenyl)-carbamic acid tert-butyl ester), C(=O)(C(F)(F)F)O (TFA). Run in C(Cl)Cl (CH2Cl2). The product is CC1=CC2=C(NC(CC(=N2)C2=CC(=CC=C2)C=2C=NC(=CC2)C)=O)C=C1C(F)(F)F (7-Methyl-4-[3-(6-methyl-pyridin-3-yl)-phenyl]-8-trifluoromethyl-1,3-dihydro-benzo[b][1,4]diazepin-2-one), solid. Yield: 83.0%. RXN SMILES: C(OC(=O)[NH:7][C:8]1[CH:13]=[C:12]([CH3:14])[C:11]([C:15]([F:18])([F:17])[F:16])=[CH:10][C:9]=1[NH:19][C:20](=[O:37])[CH2:21][C:22]([C:24]1[CH:29]=[CH:28][CH:27]=[C:26]([C:30]2[CH:31]=[N:32][C:33]([CH3:36])=[CH:34][CH:35]=2)[CH:25]=1)=O)(C)(C)C.C(O)(C(F)(F)F)=O>C(Cl)Cl>[CH3:14][C:12]1[C:11]([C:15]([F:16])([F:18])[F:17])=[CH:10][C:9]2[NH:19][C:20](=[O:37])[CH2:21][C:22]([C:24]3[CH:29]=[CH:28][CH:27]=[C:26]([C:30]4[CH:31]=[N:32][C:33]([CH3:36])=[CH:34][CH:35]=4)[CH:25]=3)=[N:7][C:8]=2[CH:13]=1. Reported procedure: The title compound was prepared from (5-methyl-2-{3-[3-(6-methyl-pyridin-3-yl)-phenyl]-3-oxo-propionylamino}-4-trifluoromethyl-phenyl)-carbamic acid tert-butyl ester (Example M217) (299 mg, 0.57 mmol) by treatment with TFA in CH2Cl2 according to the general procedure N. Obtained as a light yellow solid (194 mg, 83%). Reactants: O (water), [Cl-] (chloride), C(C1=CC=CC=C1)OCC1CCC(CC1)[C@@H]1N(CCC1)C1=NC2=CC(=C(C=C2C=C1CO)F)F ((2-{(R)-2-[4-(benzyloxymethyl)cyclohexyl]pyrrolidin-1-yl}-6,7-difluoroquinolin-3-yl)methanol), C(C)(C)N(C(C)C)CC (N,N-diisopropylethylamine). The solvent is C(C)(=O)OCC (ethyl acetate), C1(=CC=CC=C1)C (toluene). Reaction conditions: time 1 hour. The product is C(C1=CC=CC=C1)OCC1CCC(CC1)[C@@H]1N(CCC1)C1=NC2=CC(=C(C=C2C=C1CCl)F)F (2-{(R)-2-[4-(benzyloxymethyl)cyclohexyl]pyrrolidin-1-yl}-3-(chloromethyl)-6,7-difluoroquinoline). Reaction SMILES: [Cl-:1].[CH2:2]([O:9][CH2:10][CH:11]1[CH2:16][CH2:15][CH:14]([C@H:17]2[CH2:21][CH2:20][CH2:19][N:18]2[C:22]2[C:31]([CH2:32]O)=[CH:30][C:29]3[C:24](=[CH:25][C:26]([F:35])=[C:27]([F:34])[CH:28]=3)[N:23]=2)[CH2:13][CH2:12]1)[C:3]1[CH:8]=[CH:7][CH:6]=[CH:5][CH:4]=1.C(N(CC)C(C)C)(C)C.O>C1(C)C=CC=CC=1.C(OCC)(=O)C>[CH2:2]([O:9][CH2:10][CH:11]1[CH2:16][CH2:15][CH:14]([C@H:17]2[CH2:21][CH2:20][CH2:19][N:18]2[C:22]2[C:31]([CH2:32][Cl:1])=[CH:30][C:29]3[C:24](=[CH:25][C:26]([F:35])=[C:27]([F:34])[CH:28]=3)[N:23]=2)[CH2:13][CH2:12]1)[C:3]1[CH:8]=[CH:7][CH:6]=[CH:5][CH:4]=1. Procedure: Methaneslufonyl chloride (1.52 mL, 20 mmol) is added dropwise to a mixture of (2-{(R)-2-[4-(benzyloxymethyl)cyclohexyl]pyrrolidin-1-yl}-6,7-difluoroquinolin-3-yl)methanol (7.03 g, 15 mmol) and N,N-diisopropylethylamine (DIPEA, 3.41 mL, 15 mmol) in toluene (75 mL) at 0° C. The reaction mixture is stirred at ambient temperature for 1 hour. To the mixture, water and ethyl acetate are added, and the organic layer is washed with sat. NaHCO3 aq, brine, dried over magnesium sulfate, filtered and concen... Reactants: NC1=C(C#N)C=CC=C1 (2-aminobenzonitrile), C(C1=CC=CC=C1)[Mg]Cl (benzylmagnesium chloride), C(C)OCC (diethyl ether), Cl (hydrochloric acid). Run at time 1 hour. Product: NC1=C(C=CC=C1)C(CC1=CC=CC=C1)=O (1-(2-aminophenyl)-2-phenyl-1-ethanone). Reaction SMILES: [NH2:1][C:2]1[CH:9]=[CH:8][CH:7]=[CH:6][C:3]=1[C:4]#N.[CH2:10]([Mg]Cl)[C:11]1[CH:16]=[CH:15][CH:14]=[CH:13][CH:12]=1.Cl.C([O:22]CC)C>>[NH2:1][C:2]1[CH:9]=[CH:8][CH:7]=[CH:6][C:3]=1[C:4](=[O:22])[CH2:10][C:11]1[CH:16]=[CH:15][CH:14]=[CH:13][CH:12]=1. Reported procedure: A solution of 2-aminobenzonitrile (4.25 g, 36 mmol) in anhydrous diethyl ether (40 ml) at 0° C. is treated under argon with benzylmagnesium chloride (2M in tetrahydrofuran; 50 ml; 100 mmol). The reaction medium is maintained under agitation for 1 hour at ambient temperature, then hydrolyzed at 0° C. by adding hydrochloric acid at 10%, agitated for 1 hour, and neutralized with soda. The resulting mixture is extracted with ethyl acetate. The combined extracts are washed with water and with a satur... Reactants: COc1ccc(S(=O)(=O)N(Cc2ccc(-c3nccs3)cc2)Cc2cccc(OCC(=O)OC(C)(C)C)c2)cc1, ClCCl, O=C(O)C(F)(F)F. Yields the product COc1ccc(S(=O)(=O)N(Cc2ccc(-c3nccs3)cc2)Cc2cccc(OCC(=O)O)c2)cc1. As a reaction SMILES: [C:1]([CH3:2])([CH3:3])([CH3:4])[O:5][C:6]([CH2:7][O:8][c:9]1[cH:10][c:11]([CH2:15][N:16]([CH2:17][c:18]2[cH:19][cH:20][c:21](-[c:24]3[s:25][cH:26][cH:27][n:28]3)[cH:22][cH:23]2)[S:29](=[O:30])(=[O:31])[c:32]2[cH:33][cH:34][c:35]([O:38][CH3:39])[cH:36][cH:37]2)[cH:12][cH:13][cH:14]1)=[O:40].[Cl:48][CH2:49][Cl:50].[F:41][C:42]([F:43])([F:44])[C:45]([OH:46])=[O:47]>>[O:5]=[C:6]([CH2:7][O:8][c:9]1[cH:10][c:11]([CH2:15][N:16]([CH2:17][c:18]2[cH:19][cH:20][c:21](-[c:24]3[s:25][cH:26][cH:27][n:28]3)[cH:22][cH:23]2)[S:29](=[O:30])(=[O:31])[c:32]2[cH:33][cH:34][c:35]([O:38][CH3:39])[cH:36][cH:37]2)[cH:12][cH:13][cH:14]1)[OH:40]. Starting materials: ClC1=NC=C(C=C1C(=O)N[C@@H](C)C1=CC=C(C(=O)OC)C=C1)Cl (Methyl 4-((1S)-1-{[(2,5-dichloropyridin-3-yl)carbonyl]amino}ethyl)benzoate), CC=1C=C(C=C(C1)C)O (3,5-dimethylphenol). Yields the product ClC=1C=C(C(=NC1)OC1=CC(=CC(=C1)C)C)C(=O)N[C@@H](C)C1=CC=C(C(=O)OC)C=C1 (Methyl 4-[(1S)-1-({[5-chloro-2-(3,5-dimethylphenoxy)pyridin-3-yl]carbonyl}amino)ethyl]benzoate). As a reaction SMILES: Cl[C:2]1[C:7]([C:8]([NH:10][C@H:11]([C:13]2[CH:22]=[CH:21][C:16]([C:17]([O:19][CH3:20])=[O:18])=[CH:15][CH:14]=2)[CH3:12])=[O:9])=[CH:6][C:5]([Cl:23])=[CH:4][N:3]=1.[CH3:24][C:25]1[CH:26]=[C:27]([OH:32])[CH:28]=[C:29]([CH3:31])[CH:30]=1>>[Cl:23][C:5]1[CH:6]=[C:7]([C:8]([NH:10][C@H:11]([C:13]2[CH:22]=[CH:21][C:16]([C:17]([O:19][CH3:20])=[O:18])=[CH:15][CH:14]=2)[CH3:12])=[O:9])[C:2]([O:32][C:27]2[CH:28]=[C:29]([CH3:31])[CH:30]=[C:25]([CH3:24])[CH:26]=2)=[N:3][CH:4]=1. Reported procedure: The title compound was prepared according to the procedure described in step 2 of Example 45 from methyl 4-((1S)-1-{[(2,5-dichloropyridin-3-yl)carbonyl]amino}ethyl)benzoate (step 1 of Example 48) and 3,5-dimethylphenol: 1H-NMR (CDCl3) δ 8.54 (1H, dd, J=2.6, 0.3 Hz), 8.24 (1H, d, J=7.3 Hz), 8.16 (1H, d, J=3.0 Hz), 8.00 (2H, dd, J=6.6, 1.8 Hz), 7.42 (2H, d, J=8.4 Hz), 6.94 (1H, s), 6.77 (2H, s), 5.42–5.32 (1H, m), 3.90 (3H, s), 2.36 (6H, s), 1.58 (3H, d, J=7.1 Hz). The product is Cc1c(C#N)c(N)c([N+](=O)[O-])c(N2CCC(N(C)C)C2)c1-c1ccccc1. Reactants: [K+], [K+], [K+], Cc1c(Br)c(N2CCC(N(C)C)C2)c([N+](=O)[O-])c(N)c1C#N, C1COCCO1, OB(O)c1ccccc1, O=P([O-])([O-])[O-], c1ccc(P(c2ccccc2)(c2ccccc2)[Pd](P(c2ccccc2)(c2ccccc2)c2ccccc2)(P(c2ccccc2)(c2ccccc2)c2ccccc2)P(c2ccccc2)(c2ccccc2)c2ccccc2)cc1. RXN SMILES: [K+:6].[K+:7].[K+:8].[NH2:9][c:10]1[c:11]([C:12]#[N:13])[c:14]([CH3:30])[c:15]([Br:29])[c:16]([N:21]2[CH2:22][CH:23]([N:26]([CH3:27])[CH3:28])[CH2:24][CH2:25]2)[c:17]1[N+:18](=[O:19])[O-:20].[O:117]1[CH2:118][CH2:119][O:120][CH2:121][CH2:122]1.[OH:31][B:32]([OH:33])[c:34]1[cH:35][cH:36][cH:37][cH:38][cH:39]1.[P:1]([O-:2])([O-:3])([O-:4])=[O:5].[cH:40]1[cH:41][cH:42][c:43]([P:44]([Pd:45]([P:46]([c:47]2[cH:48][cH:49][cH:50][cH:51][cH:52]2)([c:53]2[cH:54][cH:55][cH:56][cH:57][cH:58]2)[c:59]2[cH:60][cH:61][cH:62][cH:63][cH:64]2)([P:65]([c:66]2[cH:67][cH:68][cH:69][cH:70][cH:71]2)([c:72]2[cH:73][cH:74][cH:75][cH:76][cH:77]2)[c:78]2[cH:79][cH:80][cH:81][cH:82][cH:83]2)[P:84]([c:85]2[cH:86][cH:87][cH:88][cH:89][cH:90]2)([c:91]2[cH:92][cH:93][cH:94][cH:95][cH:96]2)[c:97]2[cH:98][cH:99][cH:100][cH:101][cH:102]2)([c:103]2[cH:104][cH:105][cH:106][cH:107][cH:108]2)[c:109]2[cH:110][cH:111][cH:112][cH:113][cH:114]2)[cH:115][cH:116]1>>[NH2:9][c:10]1[c:11]([C:12]#[N:13])[c:14]([CH3:30])[c:15](-[c:34]2[cH:35][cH:36][cH:37][cH:38][cH:39]2)[c:16]([N:21]2[CH2:22][CH:23]([N:26]([CH3:27])[CH3:28])[CH2:24][CH2:25]2)[c:17]1[N+:18](=[O:19])[O-:20].